From a dataset of the Open Reaction Database (ORD), a public repository of structured organic reaction records. describe an organic reaction: reactants, conditions, products, and yield Reactants: [Na], O=[Mo](=O)([O-])[O-], O=[Mo](=O)([O-])[O-], O=CC(O)C(O)C(O)C(O)CO, O=CC(O)C(O)C(O)C(O)CO, O, O=C(CO)C(O)C(O)C(O)CO, O=C(CO)C(O)C(O)C(O)CO, O=C(CO)C(O)C(O)C(O)CO, O=C(CO)C(O)C(O)C(O)CO, OCC1OC(OC2(CO)OC(CO)C(O)C2O)C(O)C(O)C1O, O=[Mo](=O)(O)O. Product: O=CC(O)C(O)C(O)CO. Reaction SMILES: [Na:101].[O-:102][Mo:103](=[O:104])(=[O:105])[O-:106].[O-:107][Mo:108](=[O:109])(=[O:110])[O-:111].[O:13]=[CH:14][CH:15]([CH:16]([CH:17]([CH:18]([CH2:19][OH:20])[OH:21])[OH:22])[OH:23])[OH:24].[O:1]=[CH:2][CH:3]([OH:4])[CH:5]([OH:6])[CH:7]([OH:8])[CH:9]([OH:10])[CH2:11][OH:12].[OH2:112].[OH:25][CH2:26][C:27]([CH:28]([CH:29]([CH:30]([CH2:31][OH:32])[OH:33])[OH:34])[OH:35])=[O:36].[OH:37][CH2:38][C:39]([CH:40]([CH:41]([CH:42]([CH2:43][OH:44])[OH:45])[OH:46])[OH:47])=[O:48].[OH:49][CH2:50][C:51]([CH:52]([CH:53]([CH:54]([CH2:55][OH:56])[OH:57])[OH:58])[OH:59])=[O:60].[OH:61][CH2:62][C:63]([CH:64]([CH:65]([CH:66]([CH2:67][OH:68])[OH:69])[OH:70])[OH:71])=[O:72].[OH:73][CH2:74][CH:75]1[CH:76]([OH:77])[CH:78]([OH:79])[CH:80]([OH:81])[CH:82]([O:83][C:84]2([CH2:93][OH:94])[CH:85]([OH:86])[CH:87]([OH:88])[CH:89]([CH2:90][OH:91])[O:92]2)[O:95]1.[OH:96][Mo:97]([OH:98])(=[O:99])=[O:100]>>[O:1]=[CH:2][CH:3]([OH:4])[CH:5]([OH:6])[CH:7]([OH:8])[CH2:9][OH:10]. Reactants: [N+](=[N-])=CC(=O)OCC (ethyl diazoacetate), C(C=1C(O)=CC=CC1)=N[C@@H](C(O)(C1=C(C=CC=C1)OC)C1=C(C=CC=C1)OC)C ((R)-N-salicylidene-2-amino-1,1-di(2-methoxyphenyl)propanol), CC(C)=CC=C(C)C (2,5dimethyl-2,4-hexadiene), C1(=CC=CC=C1)NN (phenylhydrazine), [N+](=[N-])=CC(=O)OCC (ethyl diazoacetate). The reagents and catalysts are O.C(C)(=O)[O-].[Cu+2].C(C)(=O)[O-] (copper acetate-mono hydrate). Conditions: temperature 25 celsius, time 1 hour. The product is CCOC(=O)C1C(C1(C)C)C=C(C)C (chrysanthemic acid ethyl ester). Isolated yield 90.0%. As a reaction SMILES: C(=N[C@H](C)C(C1C=CC=CC=1OC)(C1C=CC=CC=1OC)O)C1C(=CC=CC=1)O.[CH3:30][C:31](=[CH:33][CH:34]=[C:35]([CH3:37])[CH3:36])[CH3:32].C1(NN)C=CC=CC=1.[N+](=[CH:48][C:49]([O:51][CH2:52][CH3:53])=[O:50])=[N-]>O.C([O-])(=O)C.[Cu+2].C([O-])(=O)C>[CH3:53][CH2:52][O:51][C:49]([CH:48]1[C:35]([CH3:37])([CH3:36])[CH:34]1[CH:33]=[C:31]([CH3:32])[CH3:30])=[O:50] |f:4.5.6.7|. Procedure: 22.6 mg (0.05 mmol) of copper complex prepared from 9.98 mg (0.05 mmol) of copper acetate-mono hydrate and 21.5 mg of (R)-N-salicylidene-2-amino-1,1-di(2-methoxyphenyl)propanol, and 6.0 g (55 mmol) of 2,5dimethyl-2,4-hexadiene were charged in a 50 ml Schlenk's tube wherein the atmosphere is substituted with nitrogen, followed by the addition of 5.4 mg of phenylhydrazine, and 1.14 g (10 mmol) of ethyl diazoacetate was added dropwise at 80° C. over 2 hours. After the completion of the dropwise add...